Dataset: the Open Reaction Database (ORD), a public repository of structured organic reaction records. Task: describe an organic reaction: reactants, conditions, products, and yield Starting materials: CC(C)(C)[Si](C)(C)OCCc1ccccc1F, C1CCOC1, CC1(C)CCCC(C)(C)N1, [Li]CCCC, CN(C)C=O. Product: CC(C)(C)[Si](C)(C)OCCc1cccc(C=O)c1F. As a reaction SMILES: [C:16]([CH3:17])([CH3:18])([CH3:19])[Si:20]([CH3:21])([CH3:22])[O:23][CH2:24][CH2:25][c:26]1[c:27]([F:32])[cH:28][cH:29][cH:30][cH:31]1.[CH2:38]1[O:39][CH2:40][CH2:41][CH2:42]1.[CH3:1][C:2]1([CH3:3])[CH2:4][CH2:5][CH2:6][C:7]([CH3:8])([CH3:9])[NH:10]1.[Li:11][CH2:12][CH2:13][CH2:14][CH3:15].[O:33]=[CH:34][N:35]([CH3:36])[CH3:37]>>[C:16]([CH3:17])([CH3:18])([CH3:19])[Si:20]([CH3:21])([CH3:22])[O:23][CH2:24][CH2:25][c:26]1[c:27]([F:32])[c:28]([CH:34]=[O:33])[cH:29][cH:30][cH:31]1. As a reaction SMILES: [CH3:41][N:42]([CH3:43])[CH:44]=[O:45].[Cl:3][c:4]1[cH:5][c:6]2[c:7]([CH2:20][CH2:21][C:22](=[O:23])[N:24]3[CH2:25][CH2:26][N:27]([c:30]4[c:31]([O:36][CH3:37])[cH:32][cH:33][cH:34][cH:35]4)[CH2:28][CH2:29]3)[c:8](-[c:13]3[cH:14][cH:15][c:16]([Cl:19])[cH:17][cH:18]3)[nH:9][c:10]2[cH:11][cH:12]1.[H-:1].[I:38][CH3:39].[Na+:2].[OH2:40]>>[Cl:3][c:4]1[cH:5][c:6]2[c:7]([CH2:20][CH2:21][C:22](=[O:23])[N:24]3[CH2:25][CH2:26][N:27]([c:30]4[c:31]([O:36][CH3:37])[cH:32][cH:33][cH:34][cH:35]4)[CH2:28][CH2:29]3)[c:8](-[c:13]3[cH:14][cH:15][c:16]([Cl:19])[cH:17][cH:18]3)[n:9]([CH3:39])[c:10]2[cH:11][cH:12]1. The product is COc1ccccc1N1CCN(C(=O)CCc2c(-c3ccc(Cl)cc3)n(C)c3ccc(Cl)cc23)CC1. Starting materials: CN(C)C=O, COc1ccccc1N1CCN(C(=O)CCc2c(-c3ccc(Cl)cc3)[nH]c3ccc(Cl)cc23)CC1, [H-], CI, [Na+], O. As a reaction SMILES: FC(F)(F)C(O)=O.CC([N:12]([CH:16]1[CH2:21][CH2:20][N:19]([C:22]2[C:23]3[C:30]([CH3:31])=[CH:29][NH:28][C:24]=3[N:25]=[CH:26][N:27]=2)[CH2:18][CH2:17]1)C(=O)[O-])(C)C>>[CH3:31][C:30]1[C:23]2[C:22]([N:19]3[CH2:20][CH2:21][CH:16]([NH2:12])[CH2:17][CH2:18]3)=[N:27][CH:26]=[N:25][C:24]=2[NH:28][CH:29]=1. Reaction conditions: time 1 hour. Product: CC1=CNC=2N=CN=C(C21)N2CCC(CC2)N (1-(5-methyl-7H-pyrrolo[2,3-d]pyrimidin-4-yl)-4-piperidinamine). Procedure details: Trifluoroacetic acid (TFA) (5 ml) was added to a solution of 1,1-dimethylethyl[1-(5-methyl-7H-pyrrolo[2,3-d]pyrimidin-4-yl)-4-piperidinyl]carbamate D10 (580 mg, 1.313 mmol). The mixture was stirred at room temperature during one hour. The solvent was evaporated and purified using and SCX cartridge (5 g). The cartridge was washed sequentially with MeOH and then Ammonia in MeOH (0.5M and 1M). The washings with Ammonia in methanol 0.5M and 1M were combined and evaporated to give D11a (280 mg) as a ... Starting materials: FC(C(=O)O)(F)F (Trifluoroacetic acid), CC(C)(C)N(C([O-])=O)C1CCN(CC1)C=1C2=C(N=CN1)NC=C2C (1,1-dimethylethyl[1-(5-methyl-7H-pyrrolo[2,3-d]pyrimidin-4-yl)-4-piperidinyl]carbamate). Starting materials: C(O)([O-])=O.[Na+] (sodium hydrogencarbonate), C(C)(C)(C)[Si](Cl)(C)C (tert-butyldimethylchlorosilane), N1C=NC=C1 (imidazole), BrC1=CC=C(C=C1)C(C(O)C)CC1=CC=C(C=C1)Cl ((1RS, 2SR)-2-(4-bromophenyl)-3-(4-chlorophenyl)-1-methylpropanol). Solvent: CN(C=O)C (dimethylformamide). Conditions: time 8 hour. Yields the product BrC1=CC=C(C=C1)C(C(C)O[Si](C)(C)C(C)(C)C)CC1=CC=C(C=C1)Cl ((2RS, 3SR)-3-(4-bromophenyl)-2-(tert-butyldimethylsilyloxy)-4-(4-chlorophenyl)butane). Yield: 75.0%. As a reaction SMILES: [Br:1][C:2]1[CH:7]=[CH:6][C:5]([CH:8]([CH2:12][C:13]2[CH:18]=[CH:17][C:16]([Cl:19])=[CH:15][CH:14]=2)[CH:9]([CH3:11])[OH:10])=[CH:4][CH:3]=1.[C:20]([Si:24]([CH3:27])([CH3:26])Cl)([CH3:23])([CH3:22])[CH3:21].N1C=CN=C1.C(=O)([O-])O.[Na+]>CN(C)C=O>[Br:1][C:2]1[CH:7]=[CH:6][C:5]([CH:8]([CH2:12][C:13]2[CH:14]=[CH:15][C:16]([Cl:19])=[CH:17][CH:18]=2)[CH:9]([O:10][Si:24]([C:20]([CH3:23])([CH3:22])[CH3:21])([CH3:27])[CH3:26])[CH3:11])=[CH:4][CH:3]=1 |f:3.4|. Procedure details: 0.70 g of (1RS, 2SR)-2-(4-bromophenyl)-3-(4-chlorophenyl)-1-methylpropanol was dissolved in 7 ml of dimethylformamide, and 0.34 g of tert-butyldimethylchlorosilane and 0.18 g of imidazole were added thereto. The mixture was stirred at room temperature overnight. The reaction solution was poured into a saturated sodium hydrogencarbonate aqueous solution and extracted by an addition of ethyl ether. Then, the organic layer was washed with a saturated sodium chloride aqueous solution and then dried ... The yield is 19.6%. Starting materials: BrC1=C(C(=C(S1)NC(CC1C(NC(S1)=N)=O)=O)C(=O)OCC)CBr (ethyl 5-bromo-4-(bromomethyl)-2-{[(2-imino-4-oxo-1,3-thiazolidin-5-yl) acetyl]amino}thiophene-3-carboxylate), NC1=CC=CC=C1 (aniline). Procedure details: To ethyl 5-bromo-4-(bromomethyl)-2-{[(2-imino-4-oxo-1,3-thiazolidin-5-yl) acetyl]amino}thiophene-3-carboxylate (25 mg, 0.05 mmol) in N,N dimethyl formaide (1 mL) was added aniline (10 mg, 0.11 mmol). The reaction mixture was stirred at room temperature for 16 h. Then the reaction mixture was concentrated and purified by reverse phase column to yield ethyl 4-(anilinomethyl)-5-bromo-2-{[(2-imino-4-oxo-1,3-thiazolidin-5-yl)acetyl]amino}thiophene-3-carboxylate (5.0 mg, 20% yield). As a reaction SMILES: [Br:1][C:2]1[S:6][C:5]([NH:7][C:8](=[O:17])[CH2:9][CH:10]2[S:14][C:13](=[NH:15])[NH:12][C:11]2=[O:16])=[C:4]([C:18]([O:20][CH2:21][CH3:22])=[O:19])[C:3]=1[CH2:23]Br.[NH2:25][C:26]1[CH:31]=[CH:30][CH:29]=[CH:28][CH:27]=1>>[NH:25]([CH2:23][C:3]1[C:4]([C:18]([O:20][CH2:21][CH3:22])=[O:19])=[C:5]([NH:7][C:8](=[O:17])[CH2:9][CH:10]2[S:14][C:13](=[NH:15])[NH:12][C:11]2=[O:16])[S:6][C:2]=1[Br:1])[C:26]1[CH:31]=[CH:30][CH:29]=[CH:28][CH:27]=1. Product: N(C1=CC=CC=C1)CC=1C(=C(SC1Br)NC(CC1C(NC(S1)=N)=O)=O)C(=O)OCC (ethyl 4-(anilinomethyl)-5-bromo-2-{[(2-imino-4-oxo-1,3-thiazolidin-5-yl)acetyl]amino}thiophene-3-carboxylate). Run at time 16 hour. Reactants: C(#N)C=1C(=C2C=C(N(C2=CC1)CC(NO)=N)C1CC1)C(F)(F)F (2-[5-cyano-2-cyclopropyl-4-(trifluoromethyl)-1H-indol-1-yl]-N-hydroxyethanimidamide), FC(C1=NC=CC(=C1)C(=O)O)(F)F (2-(trifluoromethyl)-4-pyridinecarboxylic acid). Yields the product C1(CC1)C=1N(C2=CC=C(C(=C2C1)C(F)(F)F)C#N)CC1=NOC(=N1)C1=CC(=NC=C1)C(F)(F)F (2-Cyclopropyl-4-(trifluoromethyl)-1-({5-[2-(trifluoromethyl)-4-pyridinyl]-1,2,4-oxadiazol-3-yl}methyl)-1H-indole-5-carbonitrile). Reaction SMILES: [C:1]([C:3]1[C:4]([C:20]([F:23])([F:22])[F:21])=[C:5]2[C:9](=[CH:10][CH:11]=1)[N:8]([CH2:12][C:13](=[NH:16])[NH:14][OH:15])[C:7]([CH:17]1[CH2:19][CH2:18]1)=[CH:6]2)#[N:2].[F:24][C:25]([F:36])([F:35])[C:26]1[CH:31]=[C:30]([C:32](O)=O)[CH:29]=[CH:28][N:27]=1>>[CH:17]1([C:7]2[N:8]([CH2:12][C:13]3[N:16]=[C:32]([C:30]4[CH:29]=[CH:28][N:27]=[C:26]([C:25]([F:36])([F:24])[F:35])[CH:31]=4)[O:15][N:14]=3)[C:9]3[C:5]([CH:6]=2)=[C:4]([C:20]([F:22])([F:23])[F:21])[C:3]([C:1]#[N:2])=[CH:11][CH:10]=3)[CH2:19][CH2:18]1. Reported procedure: Synthesized as described in Example 72 from 2-[5-cyano-2-cyclopropyl-4-(trifluoromethyl)-1H-indol-1-yl]-N-hydroxyethanimidamide (Example 364A) and 2-(trifluoromethyl)-4-pyridinecarboxylic acid: MS (ES) m/z 478 (M+1).